From a dataset of the Open Reaction Database (ORD), a public repository of structured organic reaction records. describe an organic reaction: reactants, conditions, products, and yield As a reaction SMILES: [CH3:26][N:27]([CH3:28])[CH:29]=[O:30].[Cl:20][C:21]([C:22]([Cl:23])=[O:24])=[O:25].[Cl:31][CH2:32][Cl:33].[F:1][c:2]1[cH:3][cH:4][c:5]([CH:8]=[CH:9][CH2:10][CH2:11][CH2:12][CH2:13][CH2:14][CH2:15][CH2:16][C:17](=[O:18])[OH:19])[cH:6][cH:7]1>>[F:1][c:2]1[cH:3][cH:4][c:5]([CH:8]=[CH:9][CH2:10][CH2:11][CH2:12][CH2:13][CH2:14][CH2:15][CH2:16][C:17](=[O:19])[Cl:20])[cH:6][cH:7]1. Starting materials: CN(C)C=O, O=C(Cl)C(=O)Cl, ClCCl, O=C(O)CCCCCCCC=Cc1ccc(F)cc1. Yields the product O=C(Cl)CCCCCCCC=Cc1ccc(F)cc1.